Dataset: the Open Reaction Database (ORD), a public repository of structured organic reaction records. Task: describe an organic reaction: reactants, conditions, products, and yield Reactants: BrC=1C=C(C=NC1)C=1C=C2CCCN(C2=NC1)C(=O)N (6-(5-bromo-pyridin-3-yl)-3,4-dihydro-2H-[1,8]naphthyridine-1-carboxylic acid amide), BrC1=C(C=NC=C1)I (4-bromo-3-iodo-pyridine). The product is BrC1=C(C=NC=C1)C=1C=C2CCCN(C2=NC1)C(=O)N (6-(4-Bromo-pyridin-3-yl)-3,4-dihydro-2H-[1,8]naphthyridine-1-carboxylic acid amide). As a reaction SMILES: Br[C:2]1[CH:3]=[C:4]([C:8]2[CH:9]=[C:10]3[C:15](=[N:16][CH:17]=2)[N:14]([C:18]([NH2:20])=[O:19])[CH2:13][CH2:12][CH2:11]3)[CH:5]=[N:6][CH:7]=1.[Br:21]C1C=CN=CC=1I>>[Br:21][C:3]1[CH:2]=[CH:7][N:6]=[CH:5][C:4]=1[C:8]1[CH:9]=[C:10]2[C:15](=[N:16][CH:17]=1)[N:14]([C:18]([NH2:20])=[O:19])[CH2:13][CH2:12][CH2:11]2. Procedure details: 6-(4-Bromo-pyridin-3-yl)-3,4-dihydro-2H-[1,8]naphthyridine-1-carboxylic acid amide is synthesized using the same procedures for preparing 6-(5-bromo-pyridin-3-yl)-3,4-dihydro-2H-[1,8]naphthyridine-1-carboxylic acid amide in Example 15, replacing 3,5-dibromo-pyridine with 4-bromo-3-iodo-pyridine. Reactants: CC(=O)OC(C)=O, CO, CCOC(C)=O, CC=O, O=Cc1ccc(Cl)c(Cl)c1, Cl, [K+], [OH-], O. The product is O=CC=Cc1ccc(Cl)c(Cl)c1. Reaction SMILES: [CH3:16][C:17]([O:18][C:19](=[O:20])[CH3:21])=[O:22].[CH3:25][OH:26].[CH3:27][CH2:28][O:29][C:30]([CH3:31])=[O:32].[CH:11]([CH3:12])=[O:13].[Cl:1][c:2]1[cH:3][c:4]([CH:5]=[O:6])[cH:7][cH:8][c:9]1[Cl:10].[ClH:23].[K+:15].[OH-:14].[OH2:24]>>[Cl:1][c:2]1[cH:3][c:4]([CH:5]=[CH:12][CH:11]=[O:13])[cH:7][cH:8][c:9]1[Cl:10]. Reactants: FC1=C(CN2CCN(CC2)C(=O)OC(C)(C)C)C=CC(=C1)F (t-butyl 4-(2,4-difluorobenzyl)piperazine-1-carboxylate), FC(C(=O)O)(F)F (trifluoroacetic acid), Cl (HCl), [OH-].[Na+] (sodium hydroxide). Solvent: C(Cl)Cl (DCM), C(Cl)Cl.CCOCC (DCM Et2O), CCOCC (Et2O). Conditions: time 1 hour. Product: Cl.Cl.FC1=C(CN2CCNCC2)C=CC(=C1)F (4-(2,4-difluorobenzyl)piperazine dihydrochloride). As a reaction SMILES: [F:1][C:2]1[CH:21]=[C:20]([F:22])[CH:19]=[CH:18][C:3]=1[CH2:4][N:5]1[CH2:10][CH2:9][N:8](C(OC(C)(C)C)=O)[CH2:7][CH2:6]1.FC(F)(F)C(O)=O.[OH-].[Na+].[ClH:32]>C(Cl)Cl.C(Cl)Cl.CCOCC.CCOCC>[ClH:32].[ClH:32].[F:1][C:2]1[CH:21]=[C:20]([F:22])[CH:19]=[CH:18][C:3]=1[CH2:4][N:5]1[CH2:6][CH2:7][NH:8][CH2:9][CH2:10]1 |f:2.3,6.7,9.10.11|. Reported procedure: To a solution of 6.2 g (19.85 mmol) of the title A compound, t-butyl 4-(2,4-difluorobenzyl)piperazine-1-carboxylate in 50 mL of DCM at 0° C. is added 15 mL of trifluoroacetic acid. The reaction mixture is warmed to RT and stirred for 1 h, and 10 mL of 1N aqueous sodium hydroxide (NaOH) are added. The mixture is extracted with 2×100 mL of DCM and the organic layer is washed with water, dried over anhydrous MgSO4 and evaporated to dryness in vacuo. The residue is dissolved in a mixture of DCM-Et2O... Reactants: CN(CCCC1(C(CCCC1)(C1=CC=CC=C1)O)C(=O)OCC)C (Ethyl 1-(3-dimethylaminopropyl)-2-hydroxy-2-phenylcyclohexanecarboxylate), Cl (HCl). The solvent is CCCCO (n-BuOH), [OH-].[K+] (KOH). Run at time 75 minute. Product: CN(CCCC1(C(CCCC1)(C1=CC=CC=C1)O)C(=O)O)C (1-(3-Dimethylaminopropyl)-2-hydroxy-2-phenylcyclohexanecarboxylic Acid). RXN SMILES: [CH3:1][N:2]([CH3:24])[CH2:3][CH2:4][CH2:5][C:6]1([C:19]([O:21]CC)=[O:20])[CH2:11][CH2:10][CH2:9][CH2:8][C:7]1([OH:18])[C:12]1[CH:17]=[CH:16][CH:15]=[CH:14][CH:13]=1.Cl>CCCCO.[OH-].[K+]>[CH3:24][N:2]([CH3:1])[CH2:3][CH2:4][CH2:5][C:6]1([C:19]([OH:21])=[O:20])[CH2:11][CH2:10][CH2:9][CH2:8][C:7]1([OH:18])[C:12]1[CH:13]=[CH:14][CH:15]=[CH:16][CH:17]=1 |f:3.4|. Reported procedure: The ester from Example 2 (9.6 gm) in a mixture of 135 ml n-BuOH and 45 ml 45% KOH (aq) was refluxed with good stirring for 75 min., allowed to cool, and acidified with 68 ml conc. HCl. The reaction mixture was transferred to a 1 liter round bottom flask, rinsing and diluting with 40 ml n-BuOH. The mixture was concentrated to about 350 ml, cooled, and the KCl filtered off. The filtrate was concentrated to dryness then warmed and shaken with 40 ml acetonitrile, filtered and rinsed with acetonitril... Reactants: [N-]=[N+]=[N-].[Na+] (Sodium azide), C1(=CC=CC2=CC=CC=C12)S(=O)(=O)C1=NNC2=CC=C(C=C12)OCCCOS(=O)(=O)C1=CC=C(C=C1)C (toluene-4-sulfonic acid 3-[3-(naphthalene-1-sulfonyl)-1H-indazol-5-yloxy]-propyl ester), O (water). Run in CN(C)C=O (DMF). Reaction conditions: temperature 80 celsius, time 15 hour. The product is N(=[N+]=[N-])CCCOC=1C=C2C(=NNC2=CC1)S(=O)(=O)C1=CC=CC2=CC=CC=C12 (5-(3-azido-propoxy)-3-(naphthalene-1-sulfonyl)-1H-indazole). The yield is 87.5%. RXN SMILES: [N-:1]=[N+:2]=[N-:3].[Na+].[C:5]1([S:15]([C:18]2[C:26]3[C:21](=[CH:22][CH:23]=[C:24]([O:27][CH2:28][CH2:29][CH2:30]OS(C4C=CC(C)=CC=4)(=O)=O)[CH:25]=3)[NH:20][N:19]=2)(=[O:17])=[O:16])[C:14]2[C:9](=[CH:10][CH:11]=[CH:12][CH:13]=2)[CH:8]=[CH:7][CH:6]=1.O>CN(C=O)C>[N:1]([CH2:30][CH2:29][CH2:28][O:27][C:24]1[CH:25]=[C:26]2[C:21](=[CH:22][CH:23]=1)[NH:20][N:19]=[C:18]2[S:15]([C:5]1[C:14]2[C:9](=[CH:10][CH:11]=[CH:12][CH:13]=2)[CH:8]=[CH:7][CH:6]=1)(=[O:16])=[O:17])=[N+:2]=[N-:3] |f:0.1|. Procedure: Sodium azide (0.425 g, 6.54 mmol) was added to a solution of toluene-4-sulfonic acid 3-[3-(naphthalene-1-sulfonyl)-1H-indazol-5-yloxy]-propyl ester (1.16 g, 2.16 mmol) in DMF (20 mL). The reaction mixture was stirred at 80° C. for 15 hours in a sealed tube. After cooling to ambient temperature, it was poured into excess water and extracted with ethyl acetate. The organic phase was washed with 10% ammonium chloride/water solution, water and brine. It was dried with anhydrous magnesium sulfate, fi...